This data is from the Open Reaction Database (ORD), a public repository of structured organic reaction records. The task is: describe an organic reaction: reactants, conditions, products, and yield The reactants are [BH4-], O=C(O)Cc1cccc(Br)n1, CCOC(C)=O, [Cl-], [NH4+], [Na+], C1CCOC1. Product: OCCc1cccc(Br)n1. As a reaction SMILES: [BH4-:12].[Br:1][c:2]1[cH:3][cH:4][cH:5][c:6]([CH2:8][C:9](=[O:10])[OH:11])[n:7]1.[CH3:21][CH2:22][O:23][C:24](=[O:25])[CH3:26].[Cl-:19].[NH4+:20].[Na+:13].[O:14]1[CH2:15][CH2:16][CH2:17][CH2:18]1>>[Br:1][c:2]1[cH:3][cH:4][cH:5][c:6]([CH2:8][CH2:9][OH:10])[n:7]1. Reactants: II (iodine), [Li+].CCC[CH2-] (N-Butyllithium), N1=CC(=CC=C1)NC(OC(C)(C)C)=O (tert-butyl N-(3-pyridyl)carbamate), CN(CCN(C)C)C (tetramethylethylenediamine). Run in C(C)OCC (diethyl ether), C(C)OCC (diethyl ether), O (Water). Run at temperature -20 celsius, time 2.5 hour. The product is IC1=C(C=NC=C1)NC(OC(C)(C)C)=O (tert-Butyl N-(4-iodo-3-pyridyl)carbamate). Yield: 61.3%. Reaction SMILES: [Li+].CCC[CH2-].[N:6]1[CH:11]=[CH:10][CH:9]=[C:8]([NH:12][C:13](=[O:19])[O:14][C:15]([CH3:18])([CH3:17])[CH3:16])[CH:7]=1.CN(C)CCN(C)C.[I:28]I>C(OCC)C.O>[I:28][C:9]1[CH:10]=[CH:11][N:6]=[CH:7][C:8]=1[NH:12][C:13](=[O:19])[O:14][C:15]([CH3:16])([CH3:18])[CH3:17] |f:0.1|. Procedure details: N-Butyllithium (1.6M hexane solution 400 mL, 0.64 mol) was added to a solution of tert-butyl N-(3-pyridyl)carbamate (51.8 g, 0.27 mol) and tetramethylethylenediamine (96.6 mL, 0.64 ml) in diethyl ether (1.5 L) at −78° C., followed by stirring at −20° C. for 2.5 hr. After cooling to −78° C. again, a solution of iodine (94.8 g, 0.37 mol) in diethyl ether (200 mL) was added and stirred for one day while raising a temperature to room temperature. Water was added, extracted with diethyl ether, and th... Starting materials: O=C(C(CC1CCOCC1)C1=CC=C(C(=O)OC(C)(C)C)C=C1)CCC(C=1SC(=CN1)COC1OCCCC1)=O (tert-butyl 4-[2,5-dioxo-1-(tetrahydro-2H-pyran-4-ylmethyl)-5-{5-[(tetrahydro-2H-pyran-2-yloxy)methyl]-1,3-thiazol-2-yl}pentyl]benzoate), C(C)(=O)[O-].[NH4+] (ammonium acetate). Run in C(C)(=O)OCC (ethyl acetate), C(C)(=O)O (acetic acid). Run at temperature 110 celsius, time 45 minute. The product is OCC1=CN=C(S1)C1=CC=C(N1)C(CC1CCOCC1)C1=CC=C(C(=O)OC(C)(C)C)C=C1 (Tert-butyl 4-[1-{5-[5-(hydroxymethyl)-1,3-thiazol-2-yl]-1H-pyrrol-2-yl}-2-(tetrahydro-2H-pyran-4-yl)ethyl]benzoate). Yield: 70.8%. RXN SMILES: O=[C:2]([CH2:24][CH2:25][C:26](=O)[C:27]1[S:28][C:29]([CH2:32][O:33]C2CCCCO2)=[CH:30][N:31]=1)[CH:3]([C:11]1[CH:23]=[CH:22][C:14]([C:15]([O:17][C:18]([CH3:21])([CH3:20])[CH3:19])=[O:16])=[CH:13][CH:12]=1)[CH2:4][CH:5]1[CH2:10][CH2:9][O:8][CH2:7][CH2:6]1.C([O-])(=O)C.[NH4+:45]>C(O)(=O)C.C(OCC)(=O)C>[OH:33][CH2:32][C:29]1[S:28][C:27]([C:26]2[NH:45][C:2]([CH:3]([C:11]3[CH:23]=[CH:22][C:14]([C:15]([O:17][C:18]([CH3:19])([CH3:20])[CH3:21])=[O:16])=[CH:13][CH:12]=3)[CH2:4][CH:5]3[CH2:10][CH2:9][O:8][CH2:7][CH2:6]3)=[CH:24][CH:25]=2)=[N:31][CH:30]=1 |f:1.2|. Reported procedure: To a solution of tert-butyl 4-[2,5-dioxo-1-(tetrahydro-2H-pyran-4-ylmethyl)-5-{5-[(tetrahydro-2H-pyran-2-yloxy)methyl]-1,3-thiazol-2-yl}pentyl]benzoate (2.24 g) in acetic acid (15 mL) was added ammonium acetate (4.85 g), and the mixture was stirred at 110° C. for 45 min. After cooling to room temperature, the reaction mixture was diluted with ethyl acetate and washed with water. The ethyl acetate layer was m washed with saturated aqueous sodium hydrogen carbonate and saturated brine, dried (MgSO... Starting materials: [Na][Na] (disodium), C(#N)NC(CCCCC(=O)NC#N)=O (adipic acid bis-(N-cyanamide)), C(CCC)I (n-butyl iodide). The solvent is CN1C(CCC1)=O (N-methylpyrrolidone). Product: C(#N)N(C(CCCCC(=O)N(C#N)CCCC)=O)CCCC (Adipic acid bis-(N-cyano-n-butylamide)). As a reaction SMILES: [Na][Na].[C:3]([NH:5][C:6](=[O:16])[CH2:7][CH2:8][CH2:9][CH2:10][C:11]([NH:13][C:14]#[N:15])=[O:12])#[N:4].[CH2:17](I)[CH2:18][CH2:19][CH3:20]>CN1CCCC1=O>[C:14]([N:13]([CH2:6][CH2:7][CH2:8][CH3:9])[C:11](=[O:12])[CH2:10][CH2:9][CH2:8][CH2:7][C:6]([N:5]([CH2:17][CH2:18][CH2:19][CH3:20])[C:3]#[N:4])=[O:16])#[N:15]. Procedure: Analogously to Example 3, 23.8 g (0.1 mol) of the disodium salt of adipic acid bis-(N-cyanamide) and 55.2 g (0.2 mol+50% excess) of n-butyl iodide are reacted in 50 ml of N-methylpyrrolidone at 92°-100° C. for 5 hours and 15 minutes and the mixture is worked up. Starting materials: Cl.COC1=CC=C(C=C1)N1CCN(CC1)CCC1=CC(=CC2=C1NC(S2)=NC(C(F)(F)F)=O)OC(F)(F)F (2-[4-(4-Methoxyphenyl)-1-piperazinyl]ethyl-2-trifluoroacetylimino-6-trifluoromethoxybenzothiazoline hydrochloride), CS(=O)(=O)OCCN1C(SC2=C1C=CC(=C2)OC(F)(F)F)=NC(C(F)(F)F)=O (2-(2-trifluoroacetylimino-6-trifluoromethoxy-3-benzothiazolinyl)ethyl methanesulphonate), Cl.Cl.COC1=CC=C(C=C1)N1CCNCC1 (4-(p-methoxyphenyl)piperazine dihydrochloride). Solvent: C1(=CC=CC=C1)C (toluene). The product is Cl.COC1=CC=C(C=C1)N1CCN(CC1)CCN1C(SC2=C1C=CC(=C2)OC(F)(F)F)=NC(C(F)(F)F)=O (3-{2-[4-(4-methoxyphenyl)-1-piperazinyl]ethyl}-2-trifluoroacetylimino-6-trifluoromethoxybenzothiazoline hydrochloride). As a reaction SMILES: [ClH:1].[CH3:2][O:3][C:4]1[CH:9]=[CH:8][C:7]([N:10]2[CH2:15][CH2:14][N:13]([CH2:16][CH2:17]C3C4NC(=NC(=O)C(F)(F)F)SC=4C=C(OC(F)(F)F)C=3)[CH2:12][CH2:11]2)=[CH:6][CH:5]=1.CS(OCC[N:46]1[C:50]2[CH:51]=[CH:52][C:53]([O:55][C:56]([F:59])([F:58])[F:57])=[CH:54][C:49]=2[S:48][C:47]1=[N:60][C:61](=[O:66])[C:62]([F:65])([F:64])[F:63])(=O)=O.Cl.Cl.COC1C=CC(N2CCNCC2)=CC=1>C1(C)C=CC=CC=1>[ClH:1].[CH3:2][O:3][C:4]1[CH:5]=[CH:6][C:7]([N:10]2[CH2:11][CH2:12][N:13]([CH2:16][CH2:17][N:46]3[C:50]4[CH:51]=[CH:52][C:53]([O:55][C:56]([F:59])([F:57])[F:58])=[CH:54][C:49]=4[S:48][C:47]3=[N:60][C:61](=[O:66])[C:62]([F:63])([F:64])[F:65])[CH2:14][CH2:15]2)=[CH:8][CH:9]=1 |f:0.1,3.4.5,7.8|. Reported procedure: 3-{2-[4-(4-Methoxyphenyl)-1-piperazinyl]ethyl-2-trifluoroacetylimino-6-trifluoromethoxybenzothiazoline hydrochloride may be prepared in the following manner: a mixture of 2-(2-trifluoroacetylimino-6-trifluoromethoxy-3-benzothiazolinyl)ethyl methanesulphonate (4.52 g), toluene (120 cc) and the base liberated from 4-(p-methoxyphenyl)piperazine dihydrochloride (10.56 g) is heated to reflux for 1 hour, cooled to +4° C. and then drained. The toluene filtrate is evaporated under reduced pressure and t... Starting materials: NCC=1C=C(C=CC1S(=O)(=O)CC)NC(N(C)CCC1=CC=C(C=C1)C(C(=O)O)NC=1C=C2C=CN=C(C2=CC1)N(C(=O)OC(C)(C)C)C(=O)OC(C)(C)C)=O (2-(4-(2-(3-(3-(aminomethyl)-4-(ethylsulfonyl)phenyl)-1-methylureido)ethyl)phenyl)-2-(1-(bis(tert-butoxycarbonyl)amino)isoquinolin-6-ylamino)acetic acid), C(C)(C)(C)OC(=O)N(C1=NC=CC2=CC(=CC=C12)NC(C(=O)O)C1=CC(=C(C=C1)CCOC(NC1=CC(=CC=C1)C#N)=O)C)C(=O)OC(C)(C)C (2-(1-(bis(tert-butoxycarbonyl)amino)isoquinolin-6-ylamino)-2-(4-(2-(3-cyanophenylcarbamoyloxy)ethyl)-3-methylphenyl)acetic acid). Conditions: time 15 hour. The product is NCC=1C=C(C=CC1)NC(=O)OCCC1=C(C=C(C=C1)C(C(=O)O)NC=1C=C2C=CN=C(C2=CC1)N(C(=O)OC(C)(C)C)C(=O)OC(C)(C)C)C (2-(4-(2-(3-(aminomethyl)phenylcarbamoyloxy)ethyl)-3-methylphenyl)-2-(1-(bis(tert-butoxycarbonyl)amino)isoquinolin-6-ylamino)acetic acid). Isolated yield 45.5%. Reaction SMILES: NCC1C=C(NC(=O)N(CCC2C=CC(C(NC3C=C4C(=CC=3)C(N(C(OC(C)(C)C)=O)C(OC(C)(C)C)=O)=NC=C4)C(O)=O)=CC=2)C)C=CC=1S(CC)(=O)=O.[C:57]([O:61][C:62]([N:64]([C:101]([O:103][C:104]([CH3:107])([CH3:106])[CH3:105])=[O:102])[C:65]1[C:74]2[C:69](=[CH:70][C:71]([NH:75][CH:76]([C:80]3[CH:85]=[CH:84][C:83]([CH2:86][CH2:87][O:88][C:89](=[O:99])[NH:90][C:91]4[CH:96]=[CH:95][CH:94]=[C:93]([C:97]#[N:98])[CH:92]=4)=[C:82]([CH3:100])[CH:81]=3)[C:77]([OH:79])=[O:78])=[CH:72][CH:73]=2)[CH:68]=[CH:67][N:66]=1)=[O:63])([CH3:60])([CH3:59])[CH3:58]>>[NH2:98][CH2:97][C:93]1[CH:92]=[C:91]([NH:90][C:89]([O:88][CH2:87][CH2:86][C:83]2[CH:84]=[CH:85][C:80]([CH:76]([NH:75][C:71]3[CH:70]=[C:69]4[C:74](=[CH:73][CH:72]=3)[C:65]([N:64]([C:62]([O:61][C:57]([CH3:60])([CH3:59])[CH3:58])=[O:63])[C:101]([O:103][C:104]([CH3:107])([CH3:106])[CH3:105])=[O:102])=[N:66][CH:67]=[CH:68]4)[C:77]([OH:79])=[O:78])=[CH:81][C:82]=2[CH3:100])=[O:99])[CH:96]=[CH:95][CH:94]=1. Reported procedure: Using a procedure analogous to that used to prepare 25E, 30E (308 mg, 0.44 mmol) was hydrogenated for 15 h and purified by reverse phase HPLC to give 30F (140 mg, 45%) as a yellow solid. MS (ESI) m/z 700.15 (M+H)+. Reactants: [Cr](=O)(=O)(O)O (chromic acid), O (Water), [Cr](=O)(=O)(O)O (Chromic acid), FC1=C(C=CC=C1)C1=NN=C2N1NC(C(=C2)C2CC(C2)O)=O (3-(2-fluorophenyl)-7-(3-hydroxycyclobutyl)-1,2,4-triazolo[4,3-b]pyridazin-6-one), C(C)(C)O (isopropanol). The solvent is CC(=O)C (acetone). Yields the product FC1=C(C=CC=C1)C1=NN=C2N1N=C(C(=C2)C2CC(C2)=O)OCC=2N(N=CN2)C (3-(2-Fluorophenyl)-6-(2-methyl-2H-1,2,4-triazol-3-ylmethoxy)-7-(3-oxocyclobutyl)-1,2,4-triazolo[4,3-b]pyridazine). As a reaction SMILES: [Cr](O)(O)(=O)=O.[F:6][C:7]1[CH:12]=[CH:11][CH:10]=[CH:9][C:8]=1[C:13]1[N:17]2[NH:18][C:19](=[O:27])[C:20]([CH:22]3[CH2:25][CH:24]([OH:26])[CH2:23]3)=[CH:21][C:16]2=[N:15][N:14]=1.[CH:28](O)([CH3:30])C.O>CC(C)=O>[F:6][C:7]1[CH:12]=[CH:11][CH:10]=[CH:9][C:8]=1[C:13]1[N:17]2[N:18]=[C:19]([O:27][CH2:30][C:28]3[N:15]([CH3:16])[N:14]=[CH:13][N:17]=3)[C:20]([CH:22]3[CH2:23][C:24](=[O:26])[CH2:25]3)=[CH:21][C:16]2=[N:15][N:14]=1. Reported procedure: 8N Chromic acid was added to a solution of 3-(2-fluorophenyl)-7-(3-hydroxycyclobutyl)-1,2,4-triazolo[4,3-b]pyridazin-6-one (0.36 g, 1.2 mmol) in acetone (50 ml) dropwise, until excess was present (red colour remained). The reaction was then stirred for 2 hours before isopropanol was added until the blue colour remained and no excess chromic acid was present. Water (50 ml) was added and the aqueous layer extracted with ethyl acetate (4×50 ml), organic layers were combined, washed with brine (50 m... Starting materials: C=CC(=O)OCC, CCN(C(C)C)C(C)C, COc1cc(OC)cc(C(=O)Cl)c1, N#Cc1ccccc1, N#C[Pd]C#N. The product is CCOC(=O)C=Cc1cc(OC)cc(OC)c1. Reaction SMILES: [C:14]([CH:15]=[CH2:16])(=[O:17])[O:18][CH2:19][CH3:20].[CH2:21]([N:22]([CH:23]([CH3:24])[CH3:25])[CH:26]([CH3:27])[CH3:28])[CH3:29].[CH3:1][O:2][c:3]1[cH:4][c:5]([C:6]([Cl:7])=[O:8])[cH:9][c:10]([O:12][CH3:13])[cH:11]1.[N:30]#[C:31][c:32]1[cH:33][cH:34][cH:35][cH:36][cH:37]1.[Pd:38]([C:39]#[N:40])[C:41]#[N:42]>>[CH3:1][O:2][c:3]1[cH:4][c:5]([CH:6]=[CH:15][C:14](=[O:17])[O:18][CH2:19][CH3:20])[cH:9][c:10]([O:12][CH3:13])[cH:11]1. The reactants are C(C)OC(=O)C=1NC2=CC=C(C=C2C1)C1=NC=C(C=C1)C(F)(F)F (5-(5-trifluoromethylpyrid-2-yl)-1H-indole-2-carboxylic acid ethyl ester), C(C)(C)OC1=CC=C(C=N1)B(O)O (6-isopropoxypyridine-3-boronic acid). The product is C(C)OC(=O)C=1N(C2=CC=C(C=C2C1)C1=NC=C(C=C1)C(F)(F)F)C=1C=NC(=CC1)OC(C)C (1-(6-Isopropoxypyrid-3-yl)-5-(5-trifluoromethylpyrid-2-yl)-1H-indole-2-carboxylic acid ethyl ester). Reaction SMILES: [CH2:1]([O:3][C:4]([C:6]1[NH:7][C:8]2[C:13]([CH:14]=1)=[CH:12][C:11]([C:15]1[CH:20]=[CH:19][C:18]([C:21]([F:24])([F:23])[F:22])=[CH:17][N:16]=1)=[CH:10][CH:9]=2)=[O:5])[CH3:2].[CH:25]([O:28][C:29]1[N:34]=[CH:33][C:32](B(O)O)=[CH:31][CH:30]=1)([CH3:27])[CH3:26]>>[CH2:1]([O:3][C:4]([C:6]1[N:7]([C:32]2[CH:33]=[N:34][C:29]([O:28][CH:25]([CH3:27])[CH3:26])=[CH:30][CH:31]=2)[C:8]2[C:13]([CH:14]=1)=[CH:12][C:11]([C:15]1[CH:20]=[CH:19][C:18]([C:21]([F:23])([F:24])[F:22])=[CH:17][N:16]=1)=[CH:10][CH:9]=2)=[O:5])[CH3:2]. Procedure: The sub-title compound was prepared in accordance with Example 8(c) from 5-(5-trifluoromethylpyrid-2-yl)-1H-indole-2-carboxylic acid ethyl ester (see Example 8(b)) and 6-isopropoxypyridine-3-boronic acid (see step (b) above).